Task: describe an organic reaction: reactants, conditions, products, and yield. Dataset: the Open Reaction Database (ORD), a public repository of structured organic reaction records Starting materials: COC1=NC(=CC2=C1OC1=CC=C(C=C1[C@]21N=C(OC1)N)C=1C=NC=CC1)C=1C=NC=CC1 ((S)-1-methoxy-3,7-di(pyridin-3-yl)-5′H-spiro[chromeno[2,3-c]pyridine-5,4′-oxazol]-2′-amine), B(Br)(Br)Br (boron tribromide). The solvent is C(Cl)Cl (CH2Cl2), C(Cl)Cl (CH2Cl2), C(Cl)Cl (DCM). Product: NC=1OC[C@]2(N1)C1=CC(=CC=C1OC=1C(NC(=CC12)C=1C=NC=CC1)=O)C=1C=NC=CC1 ((S)-2′-amino-3,7-di(pyridin-3-yl)-5′H-spiro[chromeno[2,3-c]pyridine-5,4′-oxazol]-1(2H)-one). Reaction SMILES: C[O:2][C:3]1[C:8]2[O:9][C:10]3[C:15]([C@@:16]4([CH2:20][O:19][C:18]([NH2:21])=[N:17]4)[C:7]=2[CH:6]=[C:5]([C:28]2[CH:29]=[N:30][CH:31]=[CH:32][CH:33]=2)[N:4]=1)=[CH:14][C:13]([C:22]1[CH:23]=[N:24][CH:25]=[CH:26][CH:27]=1)=[CH:12][CH:11]=3.B(Br)(Br)Br>C(Cl)Cl>[NH2:21][C:18]1[O:19][CH2:20][C@:16]2([C:7]3[CH:6]=[C:5]([C:28]4[CH:29]=[N:30][CH:31]=[CH:32][CH:33]=4)[NH:4][C:3](=[O:2])[C:8]=3[O:9][C:10]3[C:15]2=[CH:14][C:13]([C:22]2[CH:23]=[N:24][CH:25]=[CH:26][CH:27]=2)=[CH:12][CH:11]=3)[N:17]=1. Reported procedure: To a solution of (S)-1-methoxy-3,7-di(pyridin-3-yl)-5′H-spiro[chromeno[2,3-c]pyridine-5,4′-oxazol]-2′-amine (15 mg, 0.034 mmol) in 5 mL of dry CH2Cl2 at rt was added boron tribromide (1 M in CH2Cl2, 1.0 m in DCM (0.34 mL, 0.343 mmol) and the resulting suspension was stirred at rt for 2 h. The reaction was quenched with half saturated NaHCO3 (50 mL) and extracted with EtOAc (3×25 mL). The combined organics were dried over sodium sulfate, filtered and evaporated to dryness. Purification by silica ... Reactants: Cc1cn(-c2cccc(B3OC(C)(C)C(C)(C)O3)c2)cn1, Cc1cc(-c2ccc(C(F)(F)F)cc2)cc(I)n1. Yields the product Cc1cn(-c2cccc(-c3cc(-c4ccc(C(F)(F)F)cc4)cc(C)n3)c2)cn1. Reaction SMILES: [CH3:19][c:20]1[n:21][cH:22][n:23](-[c:25]2[cH:26][c:27]([B:31]3[O:32][C:33]([CH3:34])([CH3:35])[C:36]([CH3:37])([CH3:38])[O:39]3)[cH:28][cH:29][cH:30]2)[cH:24]1.[I:1][c:2]1[n:3][c:4]([CH3:18])[cH:5][c:6](-[c:8]2[cH:9][cH:10][c:11]([C:14]([F:15])([F:16])[F:17])[cH:12][cH:13]2)[cH:7]1>>[c:2]1(-[c:27]2[cH:26][c:25](-[n:23]3[cH:22][n:21][c:20]([CH3:19])[cH:24]3)[cH:30][cH:29][cH:28]2)[n:3][c:4]([CH3:18])[cH:5][c:6](-[c:8]2[cH:9][cH:10][c:11]([C:14]([F:15])([F:16])[F:17])[cH:12][cH:13]2)[cH:7]1. Reactants: CCN1CCNCC1, COC(=O)c1ccc(Cl)nc1, O. Yields the product CCN1CCN(c2ccc(C(=O)OC)cn2)CC1. As a reaction SMILES: [CH2:1]([CH3:2])[N:3]1[CH2:4][CH2:5][NH:6][CH2:7][CH2:8]1.[Cl:9][c:10]1[cH:11][cH:12][c:13]([C:16](=[O:17])[O:18][CH3:19])[cH:14][n:15]1.[OH2:20]>>[CH2:1]([CH3:2])[N:3]1[CH2:4][CH2:5][N:6]([c:10]2[cH:11][cH:12][c:13]([C:16](=[O:17])[O:18][CH3:19])[cH:14][n:15]2)[CH2:7][CH2:8]1.